From a dataset of the Open Reaction Database (ORD), a public repository of structured organic reaction records. describe an organic reaction: reactants, conditions, products, and yield Starting materials: N#Cc1cc(CO)ccn1, C[Si](C)(C)Cl, CCO, [Na+], [Na+], O=C([O-])[O-], O. Yields the product NC(=O)c1cc(CO)ccn1. RXN SMILES: [C:6](#[N:7])[c:8]1[n:9][cH:10][cH:11][c:12]([CH2:14][OH:15])[cH:13]1.[CH3:1][Si:2]([Cl:3])([CH3:4])[CH3:5].[CH3:23][CH2:24][OH:25].[Na+:17].[Na+:18].[O-:19][C:20](=[O:21])[O-:22].[OH2:16]>>[C:6]([NH2:7])([c:8]1[n:9][cH:10][cH:11][c:12]([CH2:14][OH:15])[cH:13]1)=[O:19]. The reactants are C(CCCCCCCCCCC)SC(C=O)C (n-dodecylthiopropanal), C(=O)C=C (acrolein), C(C=CC1=CC=CC=C1)=O (cinnamaldehyde), C(CCCCCCCCCCC)SC(C=O)CC1=CC=CC=C1 (n-dodecylthio-3-phenylpropanal), C(\C=C\C)=O (crotonaldehyde). Product: C(CCCCCCCCCCC)SC(C=O)CC (n-dodecylthio-3-methylpropanal). As a reaction SMILES: C(C=C)=O.C(=O)C=CC1C=CC=CC=1.C(=O)/C=C/C.C(SC(C)C=O)CCCCCCCCCCC.[CH2:37]([S:49][CH:50]([CH2:53][C:54]1C=CC=CC=1)[CH:51]=[O:52])[CH2:38][CH2:39][CH2:40][CH2:41][CH2:42][CH2:43][CH2:44][CH2:45][CH2:46][CH2:47][CH3:48]>>[CH2:37]([S:49][CH:50]([CH2:53][CH3:54])[CH:51]=[O:52])[CH2:38][CH2:39][CH2:40][CH2:41][CH2:42][CH2:43][CH2:44][CH2:45][CH2:46][CH2:47][CH3:48]. Procedure details: If in the above reaction acrolein or cinnamaldehyde are used in place of crotonaldehyde, n-dodecylthiopropanal and n-dodecylthio-3-phenylpropanal respectively are obtained. Starting materials: C(C)(C)(C)OC(=O)N1CCN(CC1)C(CSC1=CN=C(S1)NC([C@H](CC1CCCC1)C1=CC=C(C=C1)S(=O)(=O)C)=O)=O ((R)-4-(2-{2-[3-Cyclopentyl-2-(4-methanesulfonyl-phenyl)propionylamino]-thiazol-5-ylsulfanyl}-acetyl)-piperazine-1-carboxylic acid tert-butyl ester). Solvent: C(Cl)(Cl)Cl (chloroform), C(=O)(C(F)(F)F)O (TFA). Reaction conditions: time 2 hour. The product is C1(CCCC1)C[C@@H](C(=O)NC=1SC(=CN1)SCC(N1CCNCC1)=O)C1=CC=C(C=C1)S(=O)(=O)C ((R)-3-cyclopentyl-2-(4-methanesulfonylphenyl)-N-[5-(2-oxo-2-piperazin-1-yl-ethylsulfanyl)-thiazol-2-yl]-propionamide). As a reaction SMILES: C(OC([N:8]1[CH2:13][CH2:12][N:11]([C:14](=[O:42])[CH2:15][S:16][C:17]2[S:21][C:20]([NH:22][C:23](=[O:41])[C@@H:24]([C:31]3[CH:36]=[CH:35][C:34]([S:37]([CH3:40])(=[O:39])=[O:38])=[CH:33][CH:32]=3)[CH2:25][CH:26]3[CH2:30][CH2:29][CH2:28][CH2:27]3)=[N:19][CH:18]=2)[CH2:10][CH2:9]1)=O)(C)(C)C>C(Cl)(Cl)Cl.C(O)(C(F)(F)F)=O>[CH:26]1([CH2:25][C@H:24]([C:31]2[CH:32]=[CH:33][C:34]([S:37]([CH3:40])(=[O:39])=[O:38])=[CH:35][CH:36]=2)[C:23]([NH:22][C:20]2[S:21][C:17]([S:16][CH2:15][C:14](=[O:42])[N:11]3[CH2:12][CH2:13][NH:8][CH2:9][CH2:10]3)=[CH:18][N:19]=2)=[O:41])[CH2:30][CH2:29][CH2:28][CH2:27]1. Reported procedure: (R)-4-(2-{2-[3-Cyclopentyl-2-(4-methanesulfonyl-phenyl)propionylamino]-thiazol-5-ylsulfanyl}-acetyl)-piperazine-1-carboxylic acid tert-butyl ester (50 mg, 78.6 mml) was dissolved in a mixture of chloroform (2 mL) and TFA (1 mL). The mixture was stirred at room temperature for 2 h and evaporated to dryness in vacuo to give white crystals of (R)-3-cyclopentyl-2-(4-methanesulfonylphenyl)-N-[5-(2-oxo-2-piperazin-1-yl-ethylsulfanyl)-thiazol-2-yl]-propionamide. 1H-NMR (CD3OD): δ 7.92 (d, 2H), 7.67 (d,... Starting materials: S(O)(O)(=O)=O (sulfuric acid), C1(CCCCC1)N (cyclohexylamine). Run in C=1(C(=CC=CC1)C)C (xylene), C=1(C(=CC=CC1)C)C (orthoxylene). Yields the product C1(CCCCC1)NC1CCCCC1 (dicyclohexylamine), S(O)(O)(=O)=O (sulfuric acid). RXN SMILES: [S:1](=[O:5])(=[O:4])([OH:3])[OH:2].[CH:6]1([NH2:12])[CH2:11][CH2:10][CH2:9][CH2:8][CH2:7]1>C1(C)C(C)=CC=CC=1>[CH:6]1([NH:12][CH:6]2[CH2:11][CH2:10][CH2:9][CH2:8][CH2:7]2)[CH2:11][CH2:10][CH2:9][CH2:8][CH2:7]1.[S:1](=[O:3])(=[O:2])([OH:5])[OH:4]. Procedure: In a Meyer's flask having an inner volume of 300 ml, 100 g of orthoxylene and 60 g of sulfuric acid were dispersed. Then the Meyer's flask was kept cooled in a water bath, 122 g of cyclohexylamine was added dropwise thereto to obtain a xylene slurry of white crystals of dicyclohexylamine salt of sulfuric acid. Reactants: FC1=C(C=C2C(NC(=NC2=C1)N1N=CC(=C1)C(=O)OCC)=O)N1CCCCC1 (ethyl 1-(7-fluoro-4-oxo-6-(piperidin-1-yl)-3,4-dihydroquinazolin-2-yl)-1H-pyrazole-4-carboxylate), CNCC (N-methylethanamine). Product: C(C)N(C1=NC(=NC2=CC(=C(C=C12)N1CCCCC1)F)N1N=CC(=C1)C(=O)O)C (1-(4-(Ethyl(methyl)amino)-7-fluoro-6-(piperidin-1-yl)quinazolin-2-yl)-1H-pyrazole-4-carboxylic acid). RXN SMILES: [F:1][C:2]1[CH:11]=[C:10]2[C:5]([C:6](=O)[NH:7][C:8]([N:12]3[CH:16]=[C:15]([C:17]([O:19]CC)=[O:18])[CH:14]=[N:13]3)=[N:9]2)=[CH:4][C:3]=1[N:23]1[CH2:28][CH2:27][CH2:26][CH2:25][CH2:24]1.[CH3:29][NH:30][CH2:31][CH3:32]>>[CH2:31]([N:30]([CH3:29])[C:6]1[C:5]2[C:10](=[CH:11][C:2]([F:1])=[C:3]([N:23]3[CH2:28][CH2:27][CH2:26][CH2:25][CH2:24]3)[CH:4]=2)[N:9]=[C:8]([N:12]2[CH:16]=[C:15]([C:17]([OH:19])=[O:18])[CH:14]=[N:13]2)[N:7]=1)[CH3:32]. Procedure details: The above compound may be made analogous to Example 1 using ethyl 1-(7-fluoro-4-oxo-6-(piperidin-1-yl)-3,4-dihydroquinazolin-2-yl)-1H-pyrazole-4-carboxylate in step D and N-methylethanamine in step E. MS (ESI): predicted mass calcd. for C20H23FN6O2, 398.2